Dataset: the Open Reaction Database (ORD), a public repository of structured organic reaction records. Task: describe an organic reaction: reactants, conditions, products, and yield Starting materials: OC=1C=C(CN)C=CC1 (3-Hydroxybenzylamine), C(O)([O-])=O.[Na+] (sodium hydrogen carbonate), ClC(=O)OC1=CC=CC=C1 (phenyl chloroformate). The solvent is O.C(Cl)Cl (water DCM), C(Cl)Cl.O (DCM water). Conditions: time 8 hour. The product is C1(=CC=CC=C1)OC(NCC1=CC(=CC=C1)O)=O ((3-Hydroxy-benzyl)-carbamic acid phenyl ester). RXN SMILES: [OH:1][C:2]1[CH:3]=[C:4]([CH:7]=[CH:8][CH:9]=1)[CH2:5][NH2:6].C(=O)([O-])O.[Na+].Cl[C:16]([O:18][C:19]1[CH:24]=[CH:23][CH:22]=[CH:21][CH:20]=1)=[O:17]>O.C(Cl)Cl>[C:19]1([O:18][C:16](=[O:17])[NH:6][CH2:5][C:4]2[CH:7]=[CH:8][CH:9]=[C:2]([OH:1])[CH:3]=2)[CH:24]=[CH:23][CH:22]=[CH:21][CH:20]=1 |f:1.2,4.5|. Procedure: 3-Hydroxybenzylamine (200 mg, 1.62 mmol) and sodium hydrogen carbonate (273 mg, 3.25 mmol) suspended in water/DCM (4 mL, 1:1) is treated with phenyl chloroformate (0.204 mL, 1.62 mmol). After stirring at RT overnight, the reaction mixture is diluted with more DCM/water and the organic phase is separated. The organic portion is concentrated in vacuo to afford the titled compound. (MH+244) Reported procedure: Following the procedure of Example 1, crude crystals were obtained from the 1,4-bis(5-bromo-2-pyridyl)hexahydro-1,4-diazepine (206.0 mg, 0.500 mmol) synthesized in Reference Example 1 and 4-t-butylphenylboronic acid (226.0 mg, 1.20 mmol). The crude crystals were recrystallized from chloroform-hexane to yield the title compound as colorless needles (melting point: 268.0-270.0° C.) (117.0 mg, yield: 42%). Starting materials: BrC=1C=CC(=NC1)N1CCN(CCC1)C1=NC=C(C=C1)Br (1,4-bis(5-bromo-2-pyridyl)hexahydro-1,4-diazepine), C(C)(C)(C)C1=CC=C(C=C1)B(O)O (4-t-butylphenylboronic acid). Isolated yield 45.1%. As a reaction SMILES: Br[C:2]1[CH:3]=[CH:4][C:5]([N:8]2[CH2:14][CH2:13][CH2:12][N:11]([C:15]3[CH:20]=[CH:19][C:18](Br)=[CH:17][N:16]=3)[CH2:10][CH2:9]2)=[N:6][CH:7]=1.[C:22]([C:26]1[CH:31]=[CH:30][C:29](B(O)O)=[CH:28][CH:27]=1)([CH3:25])([CH3:24])[CH3:23]>>[C:22]([C:26]1[CH:31]=[CH:30][C:29]([C:2]2[CH:3]=[CH:4][C:5]([N:8]3[CH2:14][CH2:13][CH2:12][N:11]([C:15]4[CH:20]=[CH:19][C:18]([C:29]5[CH:30]=[CH:31][C:26]([C:22]([CH3:25])([CH3:24])[CH3:23])=[CH:27][CH:28]=5)=[CH:17][N:16]=4)[CH2:10][CH2:9]3)=[N:6][CH:7]=2)=[CH:28][CH:27]=1)([CH3:25])([CH3:24])[CH3:23]. The product is C(C)(C)(C)C1=CC=C(C=C1)C=1C=CC(=NC1)N1CCN(CCC1)C1=NC=C(C=C1)C1=CC=C(C=C1)C(C)(C)C (1,4-Bis[5-(4-t-butylphenyl)-2-pyridyl]hexahydro-1,4-diazepine). The reactants are NN1C(C2=CC=CC=C2C(=N1)N1CCOCC1)=O (2-amino-4-morpholinophthalazin-1(2H)-one), C1(CCCCC1)CC(=O)O (2-cyclohexylacetic acid). Yields the product C1(CCCCC1)CC(=O)NN1C(C2=CC=CC=C2C(=N1)N1CCOCC1)=O (2-cyclohexyl-N-[4-(morpholin-4-yl)-1-oxophthalazin-2(1H)-yl]acetamide). Reaction SMILES: [NH2:1][N:2]1[N:11]=[C:10]([N:12]2[CH2:17][CH2:16][O:15][CH2:14][CH2:13]2)[C:9]2[C:4](=[CH:5][CH:6]=[CH:7][CH:8]=2)[C:3]1=[O:18].[CH:19]1([CH2:25][C:26](O)=[O:27])[CH2:24][CH2:23][CH2:22][CH2:21][CH2:20]1>>[CH:19]1([CH2:25][C:26]([NH:1][N:2]2[N:11]=[C:10]([N:12]3[CH2:17][CH2:16][O:15][CH2:14][CH2:13]3)[C:9]3[C:4](=[CH:5][CH:6]=[CH:7][CH:8]=3)[C:3]2=[O:18])=[O:27])[CH2:24][CH2:23][CH2:22][CH2:21][CH2:20]1. Procedure: The product of Example 1B and 2-cyclohexylacetic acid were treated using a method similar to that described in Example 111 to give the title compound. 1H NMR (500 MHz, DMSO-d6/Deuterium Oxide) δ ppm 8.31 (dd, J=7.8, 1.4 Hz, 1H), 8.03 (dd, J=8.1, 1.3 Hz, 1H), 7.97-8.00 (m, 1H), 7.91 (td, J=7.5, 1.3 Hz, 1H), 3.75-3.83 (m, 4H), 3.08-3.10 (m, 4H), 2.16 (d, J=7.0 Hz, 2H), 1.61-1.83 (m, 6H), 0.96-1.28 (m, 5H); MS (ESI−) M/Z 369 (M−H)−.